This data is from the Open Reaction Database (ORD), a public repository of structured organic reaction records. The task is: describe an organic reaction: reactants, conditions, products, and yield Reactants: CC(C)(C)C1=CC2=C(C=C1)C1=C(CNCC1)C(O2)=O (8-(1,1-dimethylethyl)-1,2,3,4-tetrahydro-5H-[1]benzopyrano[3,4-c]-pyridin-5-one), Cl.ClCCN1CC2CCC(C1)CC2 (3-(2-chloroethyl)-3-azabicyclo(3.2.2)nonane hydrochloride). Product: Cl.Cl.C12CN(CC(CC1)CC2)CCN2CC1=C(CC2)C2=C(OC1=O)C=C(C=C2)C(C)(C)C (3-[2-(3-Azabicyclo[3.2.2]non-3-yl)ethyl]-8-(1,1-dimethylethyl)-1,2,3,4-tetrahydro-5H-[1]benzopyrano[3,4-c]pyridin-5-one, dihydrochloride). The yield is 48.0%. Reaction SMILES: [CH3:1][C:2]([C:5]1[CH:10]=[CH:9][C:8]2[C:11]3[CH2:16][CH2:15][NH:14][CH2:13][C:12]=3[C:17](=[O:19])[O:18][C:7]=2[CH:6]=1)([CH3:4])[CH3:3].[ClH:20].[Cl:21][CH2:22][CH2:23][N:24]1[CH2:30][CH:29]2[CH2:31][CH2:32][CH:26]([CH2:27][CH2:28]2)[CH2:25]1>>[ClH:21].[ClH:20].[CH:29]12[CH2:31][CH2:32][CH:26]([CH2:27][CH2:28]1)[CH2:25][N:24]([CH2:23][CH2:22][N:14]1[CH2:15][CH2:16][C:11]3[C:8]4[CH:9]=[CH:10][C:5]([C:2]([CH3:1])([CH3:3])[CH3:4])=[CH:6][C:7]=4[O:18][C:17](=[O:19])[C:12]=3[CH2:13]1)[CH2:30]2 |f:1.2,3.4.5|. Procedure details: Prepared by the method described for Example 1 from 8-(1,1-dimethylethyl)-1,2,3,4-tetrahydro-5H-[1]benzopyrano[3,4-c]-pyridin-5-one (4 g, 0.016 moles) and 3-(2-chloroethyl)-3-azabicyclo(3.2.2)nonane hydrochloride (3.6 g, 0.016 moles). Recrystallization from methanol gave the product (3.7 g), mp 312°-315° C. Starting materials: N1(C=NC2=C1C=CC=C2)CC=2C=CC(=C(C2)C=2C=CC=1C(=NON1)C2)OC (5-(5-Benzoimidazol-1-ylmethyl-2-methoxy-phenyl)-benzo[1,2,5]oxadiazole), O1COC2=C1C=CC(=C2)B(O)O (benzo[1,3]dioxol-5-yl-boronic acid), BrC=1C=C(CN2C=NC3=C2C=CC=C3)C=CC1OC (1-(3-Bromo-4-methoxy-benzyl)-1H-benzoimidazole), C([O-])([O-])=O.[Cs+].[Cs+] (cesium carbonate), C1(=CC=CC=C1)P(C1=CC=CC=C1)C1=CC=CC=C1 (triphenylphosphine). The reagents and catalysts are C=1C=CC(=CC1)/C=C/C(=O)/C=C/C2=CC=CC=C2.C=1C=CC(=CC1)/C=C/C(=O)/C=C/C2=CC=CC=C2.[Pd] (bis(dibenzylideneacetone)palladium(0)). Run in C(C)(=O)OCC (ethyl acetate), CN(C)C=O (DMF). Yields the product COC1=CC=C(C=C1C1=CC(=CC=C1)[N+](=O)[O-])CN1C=NC2=C1C=CC=C2 (1-(6-Methoxy-3′-nitro-biphenyl-3-ylmethyl)-1H-benzoimidazole). As a reaction SMILES: [N:1]1([CH2:10][C:11]2[CH:12]=[CH:13][C:14]([O:26][CH3:27])=[C:15]([C:17]3[CH:18]=[CH:19][C:20]4[C:21]([CH:25]=3)=[N:22][O:23]N=4)[CH:16]=2)[C:5]2[CH:6]=[CH:7][CH:8]=[CH:9][C:4]=2[N:3]=[CH:2]1.BrC1C=C(C=CC=1[O:45]C)CN1C2C=CC=CC=2N=C1.C(=O)([O-])[O-].[Cs+].[Cs+].C1(P(C2C=CC=CC=2)C2C=CC=CC=2)C=CC=CC=1.O1C2C=CC(B(O)O)=CC=2OC1>CN(C=O)C.C1C=CC(/C=C/C(/C=C/C2C=CC=CC=2)=O)=CC=1.C1C=CC(/C=C/C(/C=C/C2C=CC=CC=2)=O)=CC=1.[Pd].C(OCC)(=O)C>[CH3:27][O:26][C:14]1[C:15]([C:17]2[CH:18]=[CH:19][CH:20]=[C:21]([N+:22]([O-:23])=[O:45])[CH:25]=2)=[CH:16][C:11]([CH2:10][N:1]2[C:5]3[CH:6]=[CH:7][CH:8]=[CH:9][C:4]=3[N:3]=[CH:2]2)=[CH:12][CH:13]=1 |f:2.3.4,8.9.10|. Procedure: Synthesis 5-(5-Benzoimidazol-1-ylmethyl-2-methoxy-phenyl)-benzo[1,2,5]oxadiazole (P-014). A suspension of 1-(3-Bromo-4-methoxy-benzyl)-1H-benzoimidazole (I-107, X═N) (250 mg, 0.778 mmol), 1 N aqueous cesium carbonate (2.4 mL), and triphenylphosphine (20.7 mg, 0.0788 mmol) in DMF (5 mL) was stirred. To the suspension was added benzo[1,3]dioxol-5-yl-boronic acid (155 mg, 0.946 mmol), the reaction purged with nitrogen, and bis(dibenzylideneacetone)palladium(0) (22.7 mg, 0.0394 mmol) was added under... Reactants: OC[C@H]1N=C(SC1)S (4(R)-hydroxymethyl-2-mercapto-1,3-thiazoline), OC[C@H]1N=C(SC1)S (4(R)-hydroxymethyl-2-mercapto-1,3-thiazoline), C(C)(C)N(CC)C(C)C (diisopropylethylamine), CI (methyl iodide). The solvent is CO (methanol). Yields the product OC[C@H]1N=C(SC1)SC (4(R)-hydroxymethyl-2-methylthio-1,3-thiazoline). The yield is 59.0%. Reaction SMILES: [OH:1][CH2:2][C@@H:3]1[CH2:7][S:6][C:5]([SH:8])=[N:4]1.[CH:9](N(C(C)C)CC)(C)C.CI>CO>[OH:1][CH2:2][C@@H:3]1[CH2:7][S:6][C:5]([S:8][CH3:9])=[N:4]1. Reported procedure: To a mixture solution of 4.88 g of 4(R)-hydroxymethyl-2-mercapto-1,3-thiazoline [Compound (5)] and 22.8 ml of diisopropylethylamine in 65 ml of dry methanol was added 14.00 g of methyl iodide under refluxing condition, and the reaction mixture was refluxed for 1 hour. After removal of the solvent under reduced pressure, the resulting residue was dissolved in ethyl acetate and the organic layer was washed with saturated sodium bicarbonate solution, water and saturated saline solution and dried ov... Starting materials: FC1=CC=C(C=C1)N1C=C(C=C1)C(=O)O (1-(4-fluorophenyl)pyrrole-3-carboxylic acid), NC=1C=CC(=C(C#N)C1)N1CCN(CC1)C1CCOCC1 (5-amino-2-[4-(3,4,5,6-tetrahydro-2H-pyran-4-yl)piperazin-1-yl]benzonitrile). Yields the product C(#N)C=1C=C(C=CC1N1CCN(CC1)C1CCOCC1)NC(=O)C1=CN(C=C1)C1=CC=C(C=C1)F (N-{3-Cyano-4-[4-(3,4,5,6-tetrahydro-2H-pyran-4-yl)piperazin-1-yl]phenyl}-1-(4-fluorophenyl)pyrrole-3-carboxamide). Isolated yield 57.8%. RXN SMILES: [F:1][C:2]1[CH:7]=[CH:6][C:5]([N:8]2[CH:12]=[CH:11][C:10]([C:13]([OH:15])=O)=[CH:9]2)=[CH:4][CH:3]=1.[NH2:16][C:17]1[CH:18]=[CH:19][C:20]([N:25]2[CH2:30][CH2:29][N:28]([CH:31]3[CH2:36][CH2:35][O:34][CH2:33][CH2:32]3)[CH2:27][CH2:26]2)=[C:21]([CH:24]=1)[C:22]#[N:23]>>[C:22]([C:21]1[CH:24]=[C:17]([NH:16][C:13]([C:10]2[CH:11]=[CH:12][N:8]([C:5]3[CH:4]=[CH:3][C:2]([F:1])=[CH:7][CH:6]=3)[CH:9]=2)=[O:15])[CH:18]=[CH:19][C:20]=1[N:25]1[CH2:30][CH2:29][N:28]([CH:31]2[CH2:36][CH2:35][O:34][CH2:33][CH2:32]2)[CH2:27][CH2:26]1)#[N:23]. Reported procedure: By the reaction and treatment in the same manner as in Example 64 using 1-(4-fluorophenyl)pyrrole-3-carboxylic acid (0.3 g) and 5-amino-2-[4-(3,4,5,6-tetrahydro-2H-pyran-4-yl)piperazin-1-yl]benzonitrile (0.5 g), the title compound (0.4 g) was obtained, melting point: 240° C. Starting materials: CC(C)(C)c1ccc(S(=O)(=O)Nc2ccc(Cl)cc2-c2nncn2C2CCNC2)cc1, C1CCOC1, CS(=O)(=O)Cl, Cl, c1ccncc1. Product: CC(C)(C)c1ccc(S(=O)(=O)Nc2ccc(Cl)cc2-c2nncn2C2CCN(S(C)(=O)=O)C2)cc1. RXN SMILES: [C:2]([CH3:3])([CH3:4])([CH3:5])[c:6]1[cH:7][cH:8][c:9]([S:12](=[O:13])(=[O:14])[NH:15][c:16]2[c:17](-[c:23]3[n:24][n:25][cH:26][n:27]3[CH:28]3[CH2:29][NH:30][CH2:31][CH2:32]3)[cH:18][c:19]([Cl:22])[cH:20][cH:21]2)[cH:10][cH:11]1.[CH2:44]1[O:45][CH2:46][CH2:47][CH2:48]1.[CH3:39][S:40]([Cl:41])(=[O:42])=[O:43].[ClH:1].[cH:33]1[cH:34][cH:35][n:36][cH:37][cH:38]1>>[C:2]([CH3:3])([CH3:4])([CH3:5])[c:6]1[cH:7][cH:8][c:9]([S:12](=[O:13])(=[O:14])[NH:15][c:16]2[c:17](-[c:23]3[n:24][n:25][cH:26][n:27]3[CH:28]3[CH2:29][N:30]([S:40]([CH3:39])(=[O:42])=[O:43])[CH2:31][CH2:32]3)[cH:18][c:19]([Cl:22])[cH:20][cH:21]2)[cH:10][cH:11]1.